The task is: describe an organic reaction: reactants, conditions, products, and yield. This data is from the Open Reaction Database (ORD), a public repository of structured organic reaction records. The reactants are O=Cc1cc(Br)co1, O=Cc1ccc(Cc2ccccc2)o1, CN(C)C=O, OB(O)C=Cc1ccccc1. Product: O=Cc1cc(C=Cc2ccccc2)co1. As a reaction SMILES: [Br:1][c:2]1[cH:3][c:4]([CH:7]=[O:8])[o:5][cH:6]1.[CH2:20]([c:21]1[o:22][c:23]([CH:24]=[O:25])[cH:26][cH:27]1)[c:28]1[cH:29][cH:30][cH:31][cH:32][cH:33]1.[O:34]=[CH:35][N:36]([CH3:37])[CH3:38].[c:9]1([CH:15]=[CH:16][B:17]([OH:18])[OH:19])[cH:10][cH:11][cH:12][cH:13][cH:14]1>>[c:2]1([CH:16]=[CH:15][c:9]2[cH:10][cH:11][cH:12][cH:13][cH:14]2)[cH:3][c:4]([CH:7]=[O:8])[o:5][cH:6]1. The reactants are CN(C(=O)OC(C)(C)C)c1cc2ccn(-c3ccc([N+](=O)[O-])c(Br)c3)c(=O)c2cc1F, CS(=O)[O-], CS(C)=O, [Na+]. As a reaction SMILES: [C:1]([CH3:2])([CH3:3])([CH3:4])[O:5][C:6]([N:7]([CH3:8])[c:9]1[cH:10][c:11]2[cH:12][cH:13][n:14](-[c:21]3[cH:22][c:23]([Br:30])[c:24]([N+:27](=[O:28])[O-:29])[cH:25][cH:26]3)[c:15](=[O:20])[c:16]2[cH:17][c:18]1[F:19])=[O:31].[CH3:32][S:33](=[O:34])[O-:35].[CH3:37][S:38]([CH3:39])=[O:40].[Na+:36]>>[C:1]([CH3:2])([CH3:3])([CH3:4])[O:5][C:6]([N:7]([CH3:8])[c:9]1[cH:10][c:11]2[cH:12][cH:13][n:14](-[c:21]3[cH:22][c:23]([S:33]([CH3:32])(=[O:34])=[O:35])[c:24]([N+:27](=[O:28])[O-:29])[cH:25][cH:26]3)[c:15](=[O:20])[c:16]2[cH:17][c:18]1[F:19])=[O:31]. Yields the product CN(C(=O)OC(C)(C)C)c1cc2ccn(-c3ccc([N+](=O)[O-])c(S(C)(=O)=O)c3)c(=O)c2cc1F. The reactants are BrC1=C(C(=CC2=CC=CC=C12)C(=O)O)O (1-bromo-2-hydroxy-3-naphthoic acid), BrBr (bromine). The product is OC1=CC2=CC=CC=C2C=C1C(=O)O (2-Hydroxy-3-Naphthoic Acid). As a reaction SMILES: Br[C:2]1[C:11]2[C:6](=[CH:7][CH:8]=[CH:9][CH:10]=2)[CH:5]=[C:4]([C:12]([OH:14])=[O:13])[C:3]=1[OH:15].BrBr>>[OH:15][C:3]1[C:4]([C:12]([OH:14])=[O:13])=[CH:5][C:6]2[C:11](=[CH:10][CH:9]=[CH:8][CH:7]=2)[CH:2]=1. Reported procedure: A similar procedure is used to prepare 1-bromo-2-hydroxy-3-naphthoic acid except that bromine is used instead of chlorine. The reactants are COC=1C(=C(C=CC1)S)C (3-methoxy-2-methylbenzenethiol), CN(C)C=O (DMF), ClCC(CC(=O)OC)=O (methyl 4-chloroacetoacetate), C(=O)([O-])[O-].[K+].[K+] (K2CO3). The solvent is O (water). Run at time 2 hour. Yields the product COC=1C(=C(C=CC1)SCC(CC(=O)OC)=O)C (Methyl 4-((3-methoxy-2-methylphenyl)sulfanyl)-3-oxobutanoate). RXN SMILES: [CH3:1][O:2][C:3]1[C:4]([CH3:10])=[C:5]([SH:9])[CH:6]=[CH:7][CH:8]=1.CN(C=O)C.Cl[CH2:17][C:18](=[O:24])[CH2:19][C:20]([O:22][CH3:23])=[O:21].C([O-])([O-])=O.[K+].[K+]>O>[CH3:1][O:2][C:3]1[C:4]([CH3:10])=[C:5]([S:9][CH2:17][C:18](=[O:24])[CH2:19][C:20]([O:22][CH3:23])=[O:21])[CH:6]=[CH:7][CH:8]=1 |f:3.4.5|. Procedure details: To a mixture of 3-methoxy-2-methylbenzenethiol (2.52 g) and DMF (dry) (10 mL) were added methyl 4-chloroacetoacetate (2.114 mL) and K2CO3 (2.60 g) at room temperature. The mixture was stirred at room temperature for 2 h. The mixture was poured into water at room temperature and extracted with EtOAc. The organic layer was separated, washed successively with water and brine, dried over MgSO4 and concentrated in vacuo. The residue was purified by silica gel column chromatography (EtOAc/hexane) to g... Reactants: CCC1=NC(c2ccccc2)c2ccccc2CN1C, CO, O=C[O-], [NH4+]. The product is CCC(=N)N(C)Cc1ccccc1Cc1ccccc1. RXN SMILES: [CH2:1]([CH3:2])[C:3]1=[N:9][CH:8]([c:10]2[cH:11][cH:12][cH:13][cH:14][cH:15]2)[c:7]2[c:6]([cH:19][cH:18][cH:17][cH:16]2)[CH2:5][N:4]1[CH3:20].[CH3:25][OH:26].[CH:21]([O-:22])=[O:23].[NH4+:24]>>[CH2:1]([CH3:2])[C:3]([N:4]([CH2:5][c:6]1[c:7]([CH2:8][c:10]2[cH:11][cH:12][cH:13][cH:14][cH:15]2)[cH:16][cH:17][cH:18][cH:19]1)[CH3:20])=[NH:9]. The reactants are COC(C1=CC(=C(C=C1)N)N)=O (3,4-diamino-benzoic acid methyl ester), C(=O)C=O (oxaldehyde), solution, O (water). Run in C(C)(C)O (isopropanol). Reaction conditions: temperature 80 celsius. The product is N1=CC=NC2=CC(=CC=C12)C(=O)OC (Methyl quinoxaline-6-carboxylate). Isolated yield 93.0%. RXN SMILES: [CH3:1][O:2][C:3](=[O:12])[C:4]1[CH:9]=[CH:8][C:7]([NH2:10])=[C:6]([NH2:11])[CH:5]=1.[CH:13]([CH:15]=O)=O.O>C(O)(C)C>[N:10]1[C:7]2[C:6](=[CH:5][C:4]([C:3]([O:2][CH3:1])=[O:12])=[CH:9][CH:8]=2)[N:11]=[CH:15][CH:13]=1. Procedure details: To a stirred solution of 3,4-diamino-benzoic acid methyl ester (236, 2 g, 12.03 mmol) in isopropanol (50 mL) was added oxaldehyde as a 40% solution in water (13.23 mmol, 1.52 mL). The reaction mixture was heated at 80° C. for 2 hours, the solvent was removed under reduced pressure and the residue was dried under vacuum to yield 237a as a yellow solid (2.09 g, 93% yield). 1H NMR: (DMSO) δ 9.01 (s, 2H), 8.54 (d, J=1.6 Hz, 1H), 8.23 (dd, J=8.6, 2.0 Hz, 1H), 8.14 (dd, J=8.6, 0.6 Hz, 1H), 3.35 (s, 3H...